This data is from the Open Reaction Database (ORD), a public repository of structured organic reaction records. The task is: describe an organic reaction: reactants, conditions, products, and yield Starting materials: CC(C)(C)OC(=O)NCC(=O)O, ClCCl, C(=NC1CCCCC1)=NC1CCCCC1, Nc1cccc(I)c1. Yields the product CC(C)(C)OC(=O)NCC(=O)Nc1cccc(I)c1. Reaction SMILES: [C:9](=[O:10])([O:11][C:12]([CH3:13])([CH3:14])[CH3:15])[NH:16][CH2:17][C:18](=[O:19])[OH:20].[CH2:36]([Cl:37])[Cl:38].[CH:21]1([N:22]=[C:23]=[N:24][CH:25]2[CH2:26][CH2:27][CH2:28][CH2:29][CH2:30]2)[CH2:31][CH2:32][CH2:33][CH2:34][CH2:35]1.[I:1][c:2]1[cH:3][c:4]([NH2:5])[cH:6][cH:7][cH:8]1>>[I:1][c:2]1[cH:3][c:4]([NH:5][C:18]([CH2:17][NH:16][C:9](=[O:10])[O:11][C:12]([CH3:13])([CH3:14])[CH3:15])=[O:19])[cH:6][cH:7][cH:8]1. Starting materials: C(C)OP(OCC)OCC (triethylphosphite), C(C)OP(=O)(OCC)C(C(=O)OCC)CC(=O)OCCO (Ethyl 2-hydroxyethyl alpha-diethylphosphonosuccinate), [PH2](=O)O (hypophosphorous acid), [P] (phosphorus), C(\C=C\C(=O)O)(=O)O (fumaric acid), C(C(C)O)O (propylene glycol), C(C)OP(OCC)OCC (triethylphosphite). Product: C(C)OP(=O)(OCC)C(C(=O)OCC)CC(=O)OCC(C)O (Ethyl 2-hydroxypropyl alpha-diethylphosphonosuccinate). Reaction SMILES: [CH2:1]([O:3][P:4]([CH:9]([CH2:15][C:16]([O:18][CH2:19][CH2:20][OH:21])=[O:17])[C:10]([O:12][CH2:13][CH3:14])=[O:11])([O:6][CH2:7][CH3:8])=[O:5])[CH3:2].[C:22](O)(=O)/C=C/C(O)=O.C(O)C(O)C.[PH2](O)=O.C(OP(OCC)OCC)C.[P]>>[CH2:7]([O:6][P:4]([CH:9]([CH2:15][C:16]([O:18][CH2:19][CH:20]([OH:21])[CH3:22])=[O:17])[C:10]([O:12][CH2:13][CH3:14])=[O:11])([O:3][CH2:1][CH3:2])=[O:5])[CH3:8]. Procedure details: The procedure according to Example 1 was repeated using similar apparatus and under essentially similar conditions allowing for the differences in quantities of materials employed. In this example, for the materials of Example 1, 1 mol fumaric acid, 1 mol of propylene glycol, 0.1% of hypophosphorous acid and 1 mol of triethylphosphite were employed. The product of the reaction had analytical values of acid value, hydroxyl, free triethylphosphite and phosphorus content comparable to those reporte... The reactants are [N+](=O)([O-])C1=CC=C(COC(=O)N2[C@@H](C[C@@H](C2)S)C(=O)N2CCN(CC2)C(COCCNC(=O)OCC2=CC=C(C=C2)[N+](=O)[O-])=O)C=C1 ((2S, 4S )-1-(p-nitrobenzyloxycarbonyl)-2-(4-(2-(2-(p-nitrobenzyloxycarbonylamino) ethoxy)acetyl)piperazine-1-yl) carbonyl-4-mercaptopyrrolidine), C(O)CN (ethanolamine), C1(C=2C(C(=O)O1)=CC=CC2)=O (phthalic anhydride). The solvent is C1(=CC=CC=C1)C (toluene). Yields the product C1(C=2C(C(N1CCO)=O)=CC=CC2)=O (2-phthalimidoethanol). As a reaction SMILES: [N+](C1C=CC(COC(N2C[C@@H](S)C[C@H]2C(N2CCN(C(=O)COCCNC(OCC3C=CC([N+]([O-])=O)=CC=3)=O)CC2)=O)=O)=CC=1)([O-])=O.[CH2:48]([CH2:50][NH2:51])[OH:49].[C:52]1(=O)[O:57][C:55](=[O:56])[C:54]2=[CH:58][CH:59]=[CH:60][CH:61]=[C:53]12>C1(C)C=CC=CC=1>[C:52]1(=[O:57])[N:51]([CH2:50][CH2:48][OH:49])[C:55](=[O:56])[C:54]2=[CH:58][CH:59]=[CH:60][CH:61]=[C:53]12. Procedure: (2S, 4S )-1-(p-nitrobenzyloxycarbonyl)-2-(4-(2-(2-(p-nitrobenzyloxycarbonylamino) ethoxy)acetyl)piperazine-1-yl) carbonyl-4-mercaptopyrrolidine ##STR12## 1) A 6.11 g portion of ethanolamine and 14.81 g of phthalic anhydride were stirred in 100 ml of toluene for 3 hours with heating. After concentration of the reaction solution, a residue was crystallized from chloroform, collected by filtration and then dried to yield 17.2 g of white 2-phthalimidoethanol. Starting materials: NC(C(C)(C)NC(CCCC1=CC=C(C=C1)CC1=C(C=CC(=C1)[C@@H]1O[C@@H]([C@H]([C@@H]([C@H]1O)O)O)SC)C)=O)=O (N-(1-amino-2-methyl-1-oxopropan-2-yl)-4-(4-(2-methyl-5-((2S,3R,4R,5S,6R)-3,4,5-trihydroxy-6-(methylthio)tetrahydro-2H-pyran-2-yl)benzyl)phenyl)butanamide), Cl.NC(C(=O)N1CCN(CC1)C)(C)C (2-amino-2-methyl-1-(4-methylpiperazin-1-yl)propan-1-one hydrochloride). The product is CC(C(=O)N1CCN(CC1)C)(C)NC(CCCC1=CC=C(C=C1)CC1=C(C=CC(=C1)[C@@H]1O[C@@H]([C@H]([C@@H]([C@H]1O)O)O)SC)C)=O (N-(2-methyl-1-(4-methylpiperazin-1-yl)-1-oxopropan-2-yl)-4-(4-(2-methyl-5-((2S,3R,4R,5S,6R)-3,4,5-trihydroxy-6-(methylthio)tetrahydro-2H-pyran-2-yl)benzyl)phenyl)butanamide), bisformate. As a reaction SMILES: [NH2:1][C:2](=[O:37])[C:3]([NH:6][C:7](=[O:36])[CH2:8][CH2:9][CH2:10][C:11]1[CH:16]=[CH:15][C:14]([CH2:17][C:18]2[CH:23]=[C:22]([C@H:24]3[C@H:29]([OH:30])[C@@H:28]([OH:31])[C@H:27]([OH:32])[C@@H:26]([S:33][CH3:34])[O:25]3)[CH:21]=[CH:20][C:19]=2[CH3:35])=[CH:13][CH:12]=1)([CH3:5])[CH3:4].Cl.N[C:40](C)(C)[C:41]([N:43]1[CH2:48]CN(C)[CH2:45][CH2:44]1)=O>>[CH3:4][C:3]([NH:6][C:7](=[O:36])[CH2:8][CH2:9][CH2:10][C:11]1[CH:12]=[CH:13][C:14]([CH2:17][C:18]2[CH:23]=[C:22]([C@H:24]3[C@H:29]([OH:30])[C@@H:28]([OH:31])[C@H:27]([OH:32])[C@@H:26]([S:33][CH3:34])[O:25]3)[CH:21]=[CH:20][C:19]=2[CH3:35])=[CH:15][CH:16]=1)([CH3:5])[C:2]([N:1]1[CH2:45][CH2:44][N:43]([CH3:48])[CH2:41][CH2:40]1)=[O:37] |f:1.2|. Reported procedure: The same procedure was employed as for amide 11, using 2-amino-2-methyl-1-(4-methylpiperazin-1-yl)propan-1-one hydrochloride, to provide the product 12 as the bisformate salt. 1H NMR (400 MHz, MeOH-d4) δ ppm 8.40 (s, 2 H), 7.11-7.21 (m, 3 H), 7.02-7.11 (m, 4 H), 4.39 (d, J=9.6 Hz, 1 H), 4.13 (d, J=9.1 Hz, 1 H), 3.96 (s, 2 H), 3.74 (br. s., 4 H), 3.34-3.52 (m, 3 H), 2.67 (t, J=4.6 Hz, 4 H), 2.60 (t, J=7.6 Hz, 2 H), 2.47 (s, 3 H), 2.19 (t, J=7.6 Hz, 2 H), 2.21 (s, 3 H), 2.14 (s, 3 H), 1.88 (quin, ... The reactants are CN(C)[Sn](CCCC)(CCCC)CCCC (Dimethylamino tributyltin), CS(=O)C (dimethylsulfoxide), CNC (dimethylamine). Run at time 8 hour. Product: CS(=O)C[Sn](CCCC)(CCCC)CCCC ((Methylsulfinylmethyl) Tributyltin). RXN SMILES: CN([Sn:4]([CH2:13][CH2:14][CH2:15][CH3:16])([CH2:9][CH2:10][CH2:11][CH3:12])[CH2:5][CH2:6][CH2:7][CH3:8])C.[CH3:17][S:18]([CH3:20])=[O:19].CNC>>[CH3:17][S:18]([CH2:20][Sn:4]([CH2:13][CH2:14][CH2:15][CH3:16])([CH2:9][CH2:10][CH2:11][CH3:12])[CH2:5][CH2:6][CH2:7][CH3:8])=[O:19]. Reported procedure: Dimethylamino tributyltin (33.4 g.; 0.1 moles) and dimethylsulfoxide (100 g.; 1.28 moles) were stirred in a 250 ml reaction flask, under a positive pressure argon atmosphere, for 4.5 hours at 80° C. During the reaction, liberated dimethylamine gas exited from the reaction flask through an open port with the moving argon gas. The reaction stood overnight at ambient temperature. Excess dimethylsulfoxide was distilled at 75° C at 15 mm Hg. The reaction product was distilled through a semi-micro dis...